This data is from the Open Reaction Database (ORD), a public repository of structured organic reaction records. The task is: describe an organic reaction: reactants, conditions, products, and yield The reactants are C1(=CC=C(C=C1)S(=O)(=O)Cl)C (p-toluenesulfonyl chloride), CC1(OCCO1)C1(CC1)CCO (1-(2-Methyl-1,3-dioxolan-2-yl)cyclopropanethanol), C([O-])(O)=O.[Na+] (sodium bicarbonate). Run in N1=CC=CC=C1 (pyridine). Conditions: temperature 0 celsius, time 1 hour. Product: CC1(OCCO1)C1(CC1)CCOS(=O)(=O)C1=CC=C(C=C1)C (4-Methylbenzenesulfonic acid 2-[1-(2-methyl-1,3-dioxolan-2-yl)cyclopropyl]ethyl ester). Reaction SMILES: [CH3:1][C:2]1([C:7]2([CH2:10][CH2:11][OH:12])[CH2:9][CH2:8]2)[O:6][CH2:5][CH2:4][O:3]1.[C:13]1([CH3:23])[CH:18]=[CH:17][C:16]([S:19](Cl)(=[O:21])=[O:20])=[CH:15][CH:14]=1.C(=O)(O)[O-].[Na+]>N1C=CC=CC=1>[CH3:1][C:2]1([C:7]2([CH2:10][CH2:11][O:12][S:19]([C:16]3[CH:17]=[CH:18][C:13]([CH3:23])=[CH:14][CH:15]=3)(=[O:21])=[O:20])[CH2:9][CH2:8]2)[O:3][CH2:4][CH2:5][O:6]1 |f:2.3|. Procedure: 470 mg of 9 is dissolved in 10 ml of pyridine, and p-toluenesulfonyl chloride is added at 0° C. under nitrogen. It is stirred for 1 hour at 0° C., and then sodium bicarbonate solution is added. It is extracted with ethyl acetate, washed with dilute hydrochloric acid and then with sodium bicarbonate solution, dried on sodium sulfate and concentrated by evaporation. After the residue is chromatographed on silica gel with ethyl acetate/hexane, 670 mg of the title compound remains as a colorless oil...